This data is from the Open Reaction Database (ORD), a public repository of structured organic reaction records. The task is: describe an organic reaction: reactants, conditions, products, and yield Reactants: ClC1=CC=C(S1)C1=CC(=NO1)CN1C(=NC2=C1C=CC=C2C(=O)O)C(NC2CCN(CC2)C(C)C)=O (1-[5-(5-Chloro-thiophen-2-yl)-isoxazol-3-ylmethyl]-2-(1-isopropyl-piperidin-4-ylcarbamoyl)-1H-benzoimidazole-4-carboxylic acid), C(=O)([O-])[O-].[K+].[K+] (K2CO3), ClCC(=O)O (chloro-acetic acid), C(=O)([O-])[O-].[K+].[K+] (K2CO3), ClCC(=O)O (chloro-acetic acid). The solvent is CN(C)C=O (DMF). Run at temperature 60 celsius, time 8 hour. Product: C(=O)(O)COC(=O)C1=CC=CC=2N(C(=NC21)C(NC2CCN(CC2)C(C)C)=O)CC2=NOC(=C2)C=2SC(=CC2)Cl (1-[5-(5-Chloro-thiophen-2-yl)-isoxazol-3-ylmethyl]-2-(1-isopropyl-piperidin-4-ylcarbamoyl)-1H-benzoimidazole-4-carboxylic acid carboxymethyl ester). Reaction SMILES: [Cl:1][C:2]1[S:6][C:5]([C:7]2[O:11][N:10]=[C:9]([CH2:12][N:13]3[C:17]4[CH:18]=[CH:19][CH:20]=[C:21]([C:22]([OH:24])=[O:23])[C:16]=4[N:15]=[C:14]3[C:25](=[O:36])[NH:26][CH:27]3[CH2:32][CH2:31][N:30]([CH:33]([CH3:35])[CH3:34])[CH2:29][CH2:28]3)[CH:8]=2)=[CH:4][CH:3]=1.C([O-])([O-])=O.[K+].[K+].Cl[CH2:44][C:45]([OH:47])=[O:46]>CN(C=O)C>[C:45]([CH2:44][O:23][C:22]([C:21]1[C:16]2[N:15]=[C:14]([C:25](=[O:36])[NH:26][CH:27]3[CH2:32][CH2:31][N:30]([CH:33]([CH3:34])[CH3:35])[CH2:29][CH2:28]3)[N:13]([CH2:12][C:9]3[CH:8]=[C:7]([C:5]4[S:6][C:2]([Cl:1])=[CH:3][CH:4]=4)[O:11][N:10]=3)[C:17]=2[CH:18]=[CH:19][CH:20]=1)=[O:24])([OH:47])=[O:46] |f:1.2.3|. Procedure details: 50 mg (0.08 mmol) 1-[5-(5-Chloro-thiophen-2-yl)-isoxazol-3-ylmethyl]-2-(1-isopropyl-piperidin-4-ylcarbamoyl)-1H-benzoimidazole-4-carboxylic acid were dissolved in 6 mL DMF. Subsequently 27.6 mg KI, 126.5 mg (0.88 mmol) K2CO3 and 62.8 mg (0.64 mmol) chloro-acetic acid were added. The resulting mixture was stirred for 8 h at 60° C. Further 92 mg K2CO3 and 62.8 mg (0.64 mmol) chloro-acetic acid were added. After further 8 h at 60° C. the reaction mixture was concentrated under removed pressure. The... Reactants: C(CCC)[Li] (n-Butyl lithium), CC#N (CH3CN), CO (MeOH), COC(CC1=CC(=CC=C1)OCCCl)=O ([3-(2-chloroethoxy)phenyl]-acetic acid methyl ester). Solvent: C1CCOC1 (THF), C1CCOC1 (THF), O (water), C1CCOC1 (THF), C(C)(=O)O (acetic acid). Product: ClCCOC=1C=C(C=CC1)CC(CC#N)=O (4-[3-(2-chloroethoxy)phenyl]-3-oxo-butyronitrile). Yield: 99.0%. RXN SMILES: C([Li])CCC.[CH3:6][C:7]#[N:8].C[O:10][C:11](=O)[CH2:12][C:13]1[CH:18]=[CH:17][CH:16]=[C:15]([O:19][CH2:20][CH2:21][Cl:22])[CH:14]=1.CO>C1COCC1.O.C(O)(=O)C>[Cl:22][CH2:21][CH2:20][O:19][C:15]1[CH:14]=[C:13]([CH2:12][C:11](=[O:10])[CH2:6][C:7]#[N:8])[CH:18]=[CH:17][CH:16]=1. Procedure details: To a 1.0 L three-necked round-bottomed flask was added 150 mL of anhydrous THF and cooled to −78° C. n-Butyl lithium (2.5 M in hexane, 52.5 mL, 131 mmol) was added dropwise. Anhydrous CH3CN (7.2 mL, 138 mmol) in 150 mL of anhydrous THF was subsequently added dropwise to the flask amidst stirring and cooling. After 1 h of stirring, [3-(2-chloroethoxy)phenyl]-acetic acid methyl ester (15 g, 66 mmol) in 20 mL of anhydrous THF was added dropwise to the resulting white colloidal mixture in the flask.... Reactants: N[C@@H]1CC[C@H](CC1)NS(=O)(=O)C (N-(trans-4-Aminocyclohexyl)methanesulfonamide), CS(=O)(=O)OCC1=NC(=C2N=CN(C2=N1)[C@@H]1O[C@@H]([C@H]([C@H]1O)O)COC)NCC(C1=CC=CC=C1)C1=CC=CC=C1 ({9-[(2R,3R,4S,5R)-3,4-dihydroxy-5-(methoxymethyl)tetrahydro-2-furanyl]-6-[(2,2-diphenylethyl)amino]-9H-purin-2-yl}methyl methanesulfonate), C(C)N(C(C)C)C(C)C (N-ethyl-N-isopropyl-2-propanamine). The solvent is C(C)O (ethanol), ClCCl (dichloromethane). Run at time 48 hour. Product: O[C@H]1[C@@H](O[C@@H]([C@H]1O)COC)N1C2=NC(=NC(=C2N=C1)NCC(C1=CC=CC=C1)C1=CC=CC=C1)CN[C@@H]1CC[C@H](CC1)NS(=O)(=O)C (N-{4-[({9-[(2R,3R,4S,5R)-3,4-Dihydroxy-5-(methoxymethyl)tetrahydro-2-furanyl]-6-[(2,2-diphenylethyl)amino]-9H-purin-2-yl}methyl)amino]trans-cyclohexyl}methanesulfonamide). Isolated yield 18.8%. As a reaction SMILES: [NH2:1][C@H:2]1[CH2:7][CH2:6][C@H:5]([NH:8][S:9]([CH3:12])(=[O:11])=[O:10])[CH2:4][CH2:3]1.CS(O[CH2:18][C:19]1[N:27]=[C:26]2[C:22]([N:23]=[CH:24][N:25]2[C@H:28]2[C@H:32]([OH:33])[C@H:31]([OH:34])[C@@H:30]([CH2:35][O:36][CH3:37])[O:29]2)=[C:21]([NH:38][CH2:39][CH:40]([C:47]2[CH:52]=[CH:51][CH:50]=[CH:49][CH:48]=2)[C:41]2[CH:46]=[CH:45][CH:44]=[CH:43][CH:42]=2)[N:20]=1)(=O)=O.C(N(C(C)C)C(C)C)C>C(O)C.ClCCl>[OH:33][C@@H:32]1[C@H:31]([OH:34])[C@@H:30]([CH2:35][O:36][CH3:37])[O:29][C@H:28]1[N:25]1[CH:24]=[N:23][C:22]2[C:26]1=[N:27][C:19]([CH2:18][NH:1][C@H:2]1[CH2:7][CH2:6][C@H:5]([NH:8][S:9]([CH3:12])(=[O:11])=[O:10])[CH2:4][CH2:3]1)=[N:20][C:21]=2[NH:38][CH2:39][CH:40]([C:47]1[CH:52]=[CH:51][CH:50]=[CH:49][CH:48]=1)[C:41]1[CH:42]=[CH:43][CH:44]=[CH:45][CH:46]=1. Procedure: N-(trans-4-Aminocyclohexyl)methanesulfonamide (183 mg, 0.8 mmol) (preparation 33) was added to a stirred solution of {9-[(2R,3R,4S,5R)-3,4-dihydroxy-5-(methoxymethyl)tetrahydro-2-furanyl]-6-[(2,2-diphenylethyl)amino]-9H-purin-2-yl}methyl methanesulfonate (230 mg, 0.4 mmol) (preparation 25) and N-ethyl-N-isopropyl-2-propanamine (210 mg, 1.6 mmol) in ethanol (3 ml) and dichloromethane (12 ml). The reaction mixture was stirred for 48 hr at room temperature. The solvent was then removed under reduce... As a reaction SMILES: CN(C)/[CH:3]=[CH:4]/[C:5]([C:7]1[C:12](=[O:13])[CH:11]=[CH:10][N:9]([C:14]2[CH:19]=[CH:18][CH:17]=[C:16]([S:20]([N:23]3[CH2:27][CH2:26][CH2:25][CH2:24]3)(=[O:22])=[O:21])[CH:15]=2)[N:8]=1)=O.[CH:29]1[C:38]2[C:33](=[C:34]([NH:39][NH2:40])[CH:35]=[CH:36][CH:37]=2)[CH:32]=[CH:31][N:30]=1>>[CH:29]1[C:38]2[C:33](=[C:34]([N:39]3[C:5]([C:7]4[C:12](=[O:13])[CH:11]=[CH:10][N:9]([C:14]5[CH:19]=[CH:18][CH:17]=[C:16]([S:20]([N:23]6[CH2:27][CH2:26][CH2:25][CH2:24]6)(=[O:21])=[O:22])[CH:15]=5)[N:8]=4)=[CH:4][CH:3]=[N:40]3)[CH:35]=[CH:36][CH:37]=2)[CH:32]=[CH:31][N:30]=1. Starting materials: CN(/C=C/C(=O)C1=NN(C=CC1=O)C1=CC(=CC=C1)S(=O)(=O)N1CCCC1)C (3-((E)-3-Dimethylamino-acryloyl)-1-[3-(pyrrolidine-1-sulfonyl)-phenyl]-1H-pyridazin-4-one), C1=NC=CC2=C(C=CC=C12)NN (isoquinolin-5-yl-hydrazine). Procedure details: The product was obtained starting from 3-((E)-3-Dimethylamino-acryloyl)-1-[3-(pyrrolidine-1-sulfonyl)-phenyl]-1H-pyridazin-4-one (A-29) and isoquinolin-5-yl-hydrazine according to the method described for example 91. MS: M=499.3 (M+H)+ The product is C1=NC=CC2=C(C=CC=C12)N1N=CC=C1C1=NN(C=CC1=O)C1=CC(=CC=C1)S(=O)(=O)N1CCCC1 (3-(2-Isoquinolin-5-yl-2H-pyrazol-3-yl)-1-[3-(pyrrolidine-1-sulfonyl)-phenyl]-1H-pyridazin-4-one). Reactants: C(C1=CC=CC=C1)(=S)N (thiobenzamide), BrCC(=O)C1=CC=C(C(=O)OCC)C=C1 (ethyl 4-bromoacetylbenzoate). Product: C1(=CC=CC=C1)C=1SC=C(N1)C1=CC=C(C(=O)OCC)C=C1 (ethyl 4-(2-phenyl-4-thiazolyl]benzoate). The yield is 68.0%. Reaction SMILES: [C:1]([NH2:9])(=[S:8])[C:2]1[CH:7]=[CH:6][CH:5]=[CH:4][CH:3]=1.Br[CH2:11][C:12]([C:14]1[CH:24]=[CH:23][C:17]([C:18]([O:20][CH2:21][CH3:22])=[O:19])=[CH:16][CH:15]=1)=O>>[C:2]1([C:1]2[S:8][CH:11]=[C:12]([C:14]3[CH:24]=[CH:23][C:17]([C:18]([O:20][CH2:21][CH3:22])=[O:19])=[CH:16][CH:15]=3)[N:9]=2)[CH:7]=[CH:6][CH:5]=[CH:4][CH:3]=1. Procedure: In the same manner as in Example 74, thiobenzamide was reacted with ethyl 4-bromoacetylbenzoate to obtain ethyl 4-(2-phenyl-4-thiazolyl]benzoate. The product was recrystallized from ethanol. Yield: 68%. Pale yellow prisms. Melting point: 72 to 73° C.